This data is from the Open Reaction Database (ORD), a public repository of structured organic reaction records. The task is: describe an organic reaction: reactants, conditions, products, and yield Starting materials: NC1=CC2=C(CCC=3C(=NN(C23)C2=CC=C(C=C2)OOSN)C(=O)OCC)C=C1 (Ethyl 8-amino-1-{4-[(aminothio)peroxy]phenyl}-4,5-dihydro-1H-benzo[g]indazole-3-carboxylate), [OH-].[NH4+] (ammonium hydroxide). The solvent is CO (methanol). Conditions: time 3 hour. Yields the product NC1=CC2=C(CCC=3C(=NN(C23)C2=CC=C(C=C2)OOSN)C(=O)N)C=C1 (8-amino-1-{4-[(aminothio)peroxy]phenyl}-4,5-dihydro-1H-benzo[g]indazole-3-carboxamide). Reaction SMILES: [NH2:1][C:2]1[CH:29]=[CH:28][C:5]2[CH2:6][CH2:7][C:8]3[C:9]([C:23]([O:25]CC)=O)=[N:10][N:11]([C:13]4[CH:18]=[CH:17][C:16]([O:19][O:20][S:21][NH2:22])=[CH:15][CH:14]=4)[C:12]=3[C:4]=2[CH:3]=1.[OH-].[NH4+:31]>CO>[NH2:1][C:2]1[CH:29]=[CH:28][C:5]2[CH2:6][CH2:7][C:8]3[C:9]([C:23]([NH2:31])=[O:25])=[N:10][N:11]([C:13]4[CH:14]=[CH:15][C:16]([O:19][O:20][S:21][NH2:22])=[CH:17][CH:18]=4)[C:12]=3[C:4]=2[CH:3]=1 |f:1.2|. Reported procedure: The product of Example 4a (968 mg), conc. ammonium hydroxide (10 mL), and methanol (5 mL) were heated at 95° C. in a sealed pressure bottle for 16 h. The mixture was allowed to cool and let stand for 3 h. The resulting amber solid was collected by filtration to yield the title compound (630 mg). Reactants: C1(=CC=CC=C1)N1N=NC(=C1)C(=O)O (1-phenyl-1H-[1,2,3]triazole-4-carboxylic acid), CCN(C(C)C)C(C)C (DIPEA), CCN=C=NCCCN(C)C (EDCI), Cl.NCC(=O)N1CCC(CC1)OC1=CC(=CC=C1)C(F)(F)F (2-amino-1-[4-(3-trifluoromethyl-phenoxy)-piperidin-1-yl]-ethanone hydrochloride), C=1C=CC2=C(C1)N=NN2O (HOBT). Run in CN(C)C=O (DMF), O (water). Conditions: time 2 minute. The product is ClC1=C(OC2CCN(CC2)C(CNC(=O)C=2N=NN(C2)C2=CC=CC=C2)=O)C=CC=C1 (1-phenyl-1H-[1,2,3]triazole-4-carboxylic acid {2-[4-(2-chloro-phenoxy)-piperidin-1-yl]-2-oxo-ethyl}-amide). Yield: 50.0%. As a reaction SMILES: CCN(C(C)C)C(C)C.[C:10]1([N:16]2[CH:20]=[C:19]([C:21]([OH:23])=O)[N:18]=[N:17]2)[CH:15]=[CH:14][CH:13]=[CH:12][CH:11]=1.C1C=CC2N(O)N=NC=2C=1.CCN=C=NCCCN(C)C.[ClH:45].[NH2:46][CH2:47][C:48]([N:50]1[CH2:55][CH2:54][CH:53]([O:56][C:57]2[CH:62]=[CH:61][CH:60]=[C:59](C(F)(F)F)[CH:58]=2)[CH2:52][CH2:51]1)=[O:49]>CN(C=O)C.O>[Cl:45][C:58]1[CH:59]=[CH:60][CH:61]=[CH:62][C:57]=1[O:56][CH:53]1[CH2:54][CH2:55][N:50]([C:48](=[O:49])[CH2:47][NH:46][C:21]([C:19]2[N:18]=[N:17][N:16]([C:10]3[CH:11]=[CH:12][CH:13]=[CH:14][CH:15]=3)[CH:20]=2)=[O:23])[CH2:51][CH2:52]1 |f:4.5|. Procedure: DIPEA (137 mg, 11.0 mmol) was added to stirred solution of 1-phenyl-1H-[1,2,3]triazole-4-carboxylic acid (50 mg, 0.26 mmol) in DMF (3 mL) followed by HOBT (39 mg, 0.29 mmol) and EDCI (100 mg, 0.53 mmol). After 2 minutes of stirring, 2-amino-1-[4-(3-trifluoromethyl-phenoxy)-piperidin-1-yl]-ethanone hydrochloride (prepared according to Step 1 and 5 of the General Scheme) (90 mg, 0.26 mmol) was added and the resulting mixture was stirred at room temperature overnight. The reaction mixture was dilut...